Dataset: the Open Reaction Database (ORD), a public repository of structured organic reaction records. Task: describe an organic reaction: reactants, conditions, products, and yield The reactants are COc1ccc(C(=O)Nc2cc(NC(=O)c3cccc(NS(C)(=O)=O)c3)ccc2C)cc1OC, CI, [H-], [Na+], CN(C)C=O, O. RXN SMILES: [CH3:1][S:2](=[O:3])(=[O:4])[NH:5][c:6]1[cH:7][c:8]([C:9](=[O:10])[NH:11][c:12]2[cH:13][cH:14][c:15]([CH3:31])[c:16]([NH:18][C:19]([c:20]3[cH:21][c:22]([O:28][CH3:29])[c:23]([O:26][CH3:27])[cH:24][cH:25]3)=[O:30])[cH:17]2)[cH:32][cH:33][cH:34]1.[CH3:37][I:38].[H-:35].[Na+:36].[O:40]=[CH:41][N:42]([CH3:43])[CH3:44].[OH2:39]>>[CH3:1][S:2](=[O:3])(=[O:4])[N:5]([c:6]1[cH:7][c:8]([C:9](=[O:10])[NH:11][c:12]2[cH:13][cH:14][c:15]([CH3:31])[c:16]([NH:18][C:19]([c:20]3[cH:21][c:22]([O:28][CH3:29])[c:23]([O:26][CH3:27])[cH:24][cH:25]3)=[O:30])[cH:17]2)[cH:32][cH:33][cH:34]1)[CH3:37]. The product is COc1ccc(C(=O)Nc2cc(NC(=O)c3cccc(N(C)S(C)(=O)=O)c3)ccc2C)cc1OC. Reactants: C=CC(=O)[O-], C[Si](C)(C)C(Cl)[Si](C)(C)C, CCCC#N, [Na+], c1ccc2c(c1)Nc1ccccc1S2. The product is C=CC(=O)OC([Si](C)(C)C)[Si](C)(C)C. As a reaction SMILES: [C:11]([CH:12]=[CH2:13])(=[O:14])[O-:15].[CH3:1][Si:2]([CH3:3])([CH3:4])[CH:5]([Cl:6])[Si:7]([CH3:8])([CH3:9])[CH3:10].[CH3:31][CH2:32][CH2:33][C:34]#[N:35].[Na+:16].[cH:17]1[c:18]2[c:27]([cH:28][cH:29][cH:30]1)[S:26][c:21]1[c:20]([cH:25][cH:24][cH:23][cH:22]1)[NH:19]2>>[CH3:1][Si:2]([CH3:3])([CH3:4])[CH:5]([Si:7]([CH3:8])([CH3:9])[CH3:10])[O:15][C:11]([CH:12]=[CH2:13])=[O:14]. Starting materials: ice water, CC=1OC2=C(N1)C=CC(=C2)N (2-methyl-1,3-benzoxazol-6-amine), N1=CC=CC=C1 (pyridine), ClC(=O)OCC(Cl)(Cl)Cl (2,2,2-trichloroethyl chloroformate). Solvent: CN(C(C)=O)C (N,N-dimethylacetamide). Run at time 2 hour. The product is CC=1OC2=C(N1)C=CC(=C2)NC(OCC(Cl)(Cl)Cl)=O (2,2,2-Trichloroethyl (2-methyl-1,3-benzoxazol-6-yl)carbamate). RXN SMILES: [CH3:1][C:2]1[O:3][C:4]2[CH:10]=[C:9]([NH2:11])[CH:8]=[CH:7][C:5]=2[N:6]=1.N1C=CC=CC=1.Cl[C:19]([O:21][CH2:22][C:23]([Cl:26])([Cl:25])[Cl:24])=[O:20]>CN(C)C(=O)C>[CH3:1][C:2]1[O:3][C:4]2[CH:10]=[C:9]([NH:11][C:19](=[O:20])[O:21][CH2:22][C:23]([Cl:26])([Cl:25])[Cl:24])[CH:8]=[CH:7][C:5]=2[N:6]=1. Procedure: To a solution of 2-methyl-1,3-benzoxazol-6-amine (1.00 g, 6.74 mmol) and pyridine (1.64 ml, 20.2 mmol) in N,N-dimethylacetamide (20 ml) was added 2,2,2-trichloroethyl chloroformate (1.39 ml, 10.1 mmol) under ice-cooling, and the mixture was stirred for 2 hours under ice-cooling. The reaction mixture was poured into ice-water, and the mixture was extracted with ethyl acetate. The extract was washed with water and dried over anhydrous magnesium sulfate, and the solvent was distilled off under redu... RXN SMILES: C([O:8][C:9](=[O:36])[C:10]1[CH:15]=[CH:14][C:13]([CH3:16])=[CH:12][C:11]=1[N:17]([CH2:29][C:30]1[CH:35]=[CH:34][CH:33]=[CH:32][CH:31]=1)[S:18]([C:21]1[CH:26]=[CH:25][C:24]([O:27][CH3:28])=[CH:23][CH:22]=1)(=[O:20])=[O:19])C1C=CC=CC=1.[OH-].[Na+]>CO>[CH2:29]([N:17]([S:18]([C:21]1[CH:26]=[CH:25][C:24]([O:27][CH3:28])=[CH:23][CH:22]=1)(=[O:20])=[O:19])[C:11]1[CH:12]=[C:13]([CH3:16])[CH:14]=[CH:15][C:10]=1[C:9]([OH:36])=[O:8])[C:30]1[CH:35]=[CH:34][CH:33]=[CH:32][CH:31]=1 |f:1.2|. Run in CO (methanol). Yields the product C(C1=CC=CC=C1)N(C1=C(C(=O)O)C=CC(=C1)C)S(=O)(=O)C1=CC=C(C=C1)OC (2-[Benzyl-(4-methoxy-benzenesulfonyl)-amino]-4-methyl-benzoic acid). Procedure details: To a solution of the product of Example 12 in 30 mL of methanol was added 7.5 mL (0.038 mol) of 5N sodium hydroxide solution and the resulting mixture was heated to reflux for 66 h. The reaction was then cooled to room tempeature and the organics were removed in vacuo. The resulting mixture was acidified with 10% HCl and extracted with EtOAc. The combined organics were washed with water and brine, dried over MgSO4, filtered and concentrated in vacuo. The resulting residue was triturated with eth... Starting materials: C(C1=CC=CC=C1)OC(C1=C(C=C(C=C1)C)N(S(=O)(=O)C1=CC=C(C=C1)OC)CC1=CC=CC=C1)=O (2-[Benzyl-(4-methoxy-benzenesulfonyl)-amino]-4-methyl-benzoic acid benzyl ester), [OH-].[Na+] (sodium hydroxide). Isolated yield 79.0%. Reactants: BrC=1C(=C(C(=O)OC)C(=CC1)CSC1=C(C=CC=C1)OC)O (methyl 3-bromo-2-hydroxy-6-(2-methoxyphenylthiomethyl)benzoate), SC1=C(C=CC=C1)O (2-mercaptophenol), BrC=1C(=C(C(=O)OC)C(=CC1)CBr)OC (methyl 3-bromo-6-bromomethyl-2-methoxybenzoate), BrC=1C(=C(C(=O)OC)C(=CC1)CBr)OC (methyl 3-bromo-6-bromomethyl-2-methoxybenzoate). Product: BrC=1C(=C(C(=O)OC)C(=CC1)CSC1=C(C=CC=C1)O)OC (Methyl 3-bromo-6-(2-hydroxyphenylthiomethyl)-2-methoxybenzoate). Reaction SMILES: [Br:1][C:2]1[C:3]([OH:22])=[C:4]([C:9]([CH2:12][S:13][C:14]2[CH:19]=[CH:18][CH:17]=[CH:16][C:15]=2[O:20]C)=[CH:10][CH:11]=1)[C:5]([O:7][CH3:8])=[O:6].Br[C:24]1C(OC)=C(C(CBr)=CC=1)C(OC)=O.SC1C=CC=CC=1O>>[Br:1][C:2]1[C:3]([O:22][CH3:24])=[C:4]([C:9]([CH2:12][S:13][C:14]2[CH:19]=[CH:18][CH:17]=[CH:16][C:15]=2[OH:20])=[CH:10][CH:11]=1)[C:5]([O:7][CH3:8])=[O:6]. Reported procedure: Prepared by proceeding in a similar manner to Intermediate 82, starting from methyl 3-bromo-6-bromomethyl-2-methoxybenzoate (Intermediate 89) and 2-mercaptophenol and used without further characterization. The reactants are FC(C(=O)O)(F)F.COC(CC1=CC2=CC=C(C=C2C(=C1C)C1CCNCC1)F)=O ((6-fluoro-3-methyl-4-piperidin-4-yl-naphthalen-2-yl)-acetic acid methyl ester trifluoroacetate salt). The solvent is C([O-])(O)=O.[Na+] (sodium bicarbonate). The product is COC(CC1=CC2=CC=C(C=C2C(=C1C)C1CCNCC1)F)=O ((6-fluoro-3-methyl-4-piperidin-4-yl-naphthalen-2-yl)-acetic acid methyl ester). The yield is 98.4%. Reaction SMILES: FC(F)(F)C(O)=O.[CH3:8][O:9][C:10](=[O:30])[CH2:11][C:12]1[C:21]([CH3:22])=[C:20]([CH:23]2[CH2:28][CH2:27][NH:26][CH2:25][CH2:24]2)[C:19]2[C:14](=[CH:15][CH:16]=[C:17]([F:29])[CH:18]=2)[CH:13]=1>C(=O)(O)[O-].[Na+]>[CH3:8][O:9][C:10](=[O:30])[CH2:11][C:12]1[C:21]([CH3:22])=[C:20]([CH:23]2[CH2:24][CH2:25][NH:26][CH2:27][CH2:28]2)[C:19]2[C:14](=[CH:15][CH:16]=[C:17]([F:29])[CH:18]=2)[CH:13]=1 |f:0.1,2.3|. Procedure: A mixture of (6-fluoro-3-methyl-4-piperidin-4-yl-naphthalen-2-yl)-acetic acid methyl ester trifluoroacetate salt (50 mg, 0.116 mmol) in saturated aqueous sodium bicarbonate (10 mL) was stirred at room temperature for several minutes. The resulting solution was extracted with ethyl acetate (2×15 mL). The combined organic layers were dried over anhydrous Na2SO4, filtered, and concentrated to afford (6-fluoro-3-methyl-4-piperidin-4-yl-naphthalen-2-yl)-acetic acid methyl ester (36 mg, 97%). Starting materials: BrC1=CC=C2C=CC3=C(C=CC4=CC=C1C2=C34)Br (1,6-dibromopyrene), C(C)(C)(C)C1=CC=C(C=C1)B(O)O (4-t-butylphenylboronic acid), P(=O)([O-])([O-])[O-].[K+].[K+].[K+] (tripotassium phosphate), CN(C=O)C (dimethylformamide). The reagents and catalysts are [Br-].C(CCC)[N+](CCCC)(CCCC)CCCC (tetrabutylammonium bromide), C(C)(=O)[O-].[Pd+2].C(C)(=O)[O-] (palladium acetate). Solvent: O (water). Conditions: temperature 130 celsius, time 6 hour. Product: BrC1=CC=C2C=CC3=C(C=CC4=CC=C1C2=C34)C3=CC=C(C=C3)C(C)(C)C (1-bromo-6-(4-t-butylphenyl)pyrene). The yield is 30.5%. Reaction SMILES: [Br:1][C:2]1[C:15]2[C:16]3=[C:17]4[C:12](=[CH:13][CH:14]=2)[CH:11]=[CH:10][C:9](Br)=[C:8]4[CH:7]=[CH:6][C:5]3=[CH:4][CH:3]=1.[C:19]([C:23]1[CH:28]=[CH:27][C:26](B(O)O)=[CH:25][CH:24]=1)([CH3:22])([CH3:21])[CH3:20].P([O-])([O-])([O-])=O.[K+].[K+].[K+].CN(C)C=O>[Br-].C([N+](CCCC)(CCCC)CCCC)CCC.C([O-])(=O)C.[Pd+2].C([O-])(=O)C.O>[Br:1][C:2]1[C:15]2[C:16]3=[C:17]4[C:12](=[CH:13][CH:14]=2)[CH:11]=[CH:10][C:9]([C:26]2[CH:27]=[CH:28][C:23]([C:19]([CH3:22])([CH3:21])[CH3:20])=[CH:24][CH:25]=2)=[C:8]4[CH:7]=[CH:6][C:5]3=[CH:4][CH:3]=1 |f:2.3.4.5,7.8,9.10.11|. Reported procedure: A mixed solution of 2 g of 1,6-dibromopyrene, 1 g of 4-t-butylphenylboronic acid, 2.4 g of tripotassium phosphate, 0.4 g of tetrabutylammonium bromide, 22 mg of palladium acetate and 60 ml of dimethylformamide was heated and stirred under a nitrogen gas stream at 130° C. for 6 hours. The solution was cooled to room temperature and 30 ml of water was poured into the solution, followed by extraction with 100 ml of dichloromethane. The organic layer was washed twice with 50 ml of water, dried over ... Starting materials: CCOC(=O)COc1ccc(S(=O)(=O)Cl)cc1C, CCOC(C)=O, CCCCCC, CCO, Cl, C1COCCO1. Yields the product CCOC(=O)COc1ccc(S)cc1C. As a reaction SMILES: [CH2:1]([CH3:2])[O:3][C:4]([CH2:5][O:6][c:7]1[c:8]([CH3:17])[cH:9][c:10]([S:13]([Cl:14])(=[O:15])=[O:16])[cH:11][cH:12]1)=[O:18].[CH3:19][CH2:20][O:21][C:22]([CH3:23])=[O:24].[CH3:25][CH2:26][CH2:27][CH2:28][CH2:29][CH3:30].[CH3:31][CH2:32][OH:33].[ClH:40].[O:34]1[CH2:35][CH2:36][O:37][CH2:38][CH2:39]1>>[CH2:1]([CH3:2])[O:3][C:4]([CH2:5][O:6][c:7]1[c:8]([CH3:17])[cH:9][c:10]([SH:13])[cH:11][cH:12]1)=[O:18]. Reaction conditions: temperature 100 celsius, time 18 hour. Solvent: C1CCOC1 (THF). Starting materials: C(C)N.Cl, S(=O)(=O)(C(F)(F)F)Oc1ccc2CCN(C(c2c1Cl)=O)Cc1c(nc(cc1C)C)OCc1ccccc1. The product is CCNc1ccc2CCN(Cc3c(C)cc(C)nc3OCc4ccccc4)C(=O)c2c1Cl. Reaction SMILES: [CH3:1][c:2]1[n:29][c:20]([O:21][CH2:22][c:23]2[cH:28][cH:27][cH:26][cH:25][cH:24]2)[c:6]([CH2:7][N:8]3[C:18](=[O:19])[c:17]([c:11]4[CH2:10][CH2:9]3)[c:15]([Cl:16])[c:14](OS(C(F)(F)F)(=O)=O)[cH:13][cH:12]4)[c:4]([CH3:5])[cH:3]1.Cl.[CH3:30][CH2:31][NH2:32]>>[CH3:30][CH2:31][NH:32][c:14]1[c:15]([Cl:16])[c:17]([c:11]2[cH:12][cH:13]1)[C:18](=[O:19])[N:8]([CH2:7][c:6]3[c:20]([O:21][CH2:22][c:23]4[cH:28][cH:27][cH:26][cH:25][cH:24]4)[n:29][c:2]([CH3:1])[cH:3][c:4]3[CH3:5])[CH2:9][CH2:10]2. The reagents and catalysts are c1ccc(cc1)-c2c3ccccc3cc4ccccc24 (9-Phenylanthracene), C(=O)([O-])[O-].[Cs+].[Cs+] (Cs2CO3), c1(cc(cc(c1c1c(ccc(c1P(C1CCCCC1)C1CCCCC1)OC)OC)C(C)C)C(C)C)C(C)C.c1(c(cccc1)[Pd]Cl)CCN (BrettPhos Palladacycle).